This data is from the Open Reaction Database (ORD), a public repository of structured organic reaction records. The task is: describe an organic reaction: reactants, conditions, products, and yield The reactants are CCCCC(=O)c1c(-c2ccc3c(Br)c(O)ccc3c2)oc2ccccc12, N#CCBr, Cl, [H-], [Na+], CN(C)C=O, O. Product: CCCCC(=O)c1c(-c2ccc3c(Br)c(OCC#N)ccc3c2)oc2ccccc12. As a reaction SMILES: [Br:1][c:2]1[c:3]2[cH:4][cH:5][c:6](-[c:13]3[o:14][c:15]4[c:16]([c:17]3[C:18]([CH2:19][CH2:20][CH2:21][CH3:22])=[O:23])[cH:24][cH:25][cH:26][cH:27]4)[cH:7][c:8]2[cH:9][cH:10][c:11]1[OH:12].[Br:30][CH2:31][C:32]#[N:33].[ClH:34].[H-:28].[Na+:29].[O:35]=[CH:36][N:37]([CH3:38])[CH3:39].[OH2:40]>>[Br:1][c:2]1[c:3]2[cH:4][cH:5][c:6](-[c:13]3[o:14][c:15]4[c:16]([c:17]3[C:18]([CH2:19][CH2:20][CH2:21][CH3:22])=[O:23])[cH:24][cH:25][cH:26][cH:27]4)[cH:7][c:8]2[cH:9][cH:10][c:11]1[O:12][CH2:31][C:32]#[N:33]. Starting materials: C(=O)C1=CC=C(C=C1)N1CCC(CC1)C=O (1-(4-Formyl-phenyl)-piperidine-4-carbaldehyde), N1CCCCC1 (piperidine), C(C)(=O)O[BH-](OC(C)=O)OC(C)=O.[Na+] (sodium triacetoxyborohydride), [OH-].[Na+] (sodium hydroxide). Solvent: C(Cl)Cl (DCM), C(C)(=O)O (acetic acid). Run at time 16 hour. Yields the product N1(CCCCC1)CC1=CC=C(C=C1)N1CCC(CC1)CN1CCCCC1 (1-{1-(4-Piperidin-1-ylmethyl-phenyl)-piperidin-4-ylmethyl}-piperidine). As a reaction SMILES: [CH:1]([C:3]1[CH:8]=[CH:7][C:6]([N:9]2[CH2:14][CH2:13][CH:12]([CH:15]=O)[CH2:11][CH2:10]2)=[CH:5][CH:4]=1)=O.[NH:17]1[CH2:22][CH2:21][CH2:20][CH2:19][CH2:18]1.C(O[BH-](O[C:33](=O)[CH3:34])OC(=O)C)(=O)C.[Na+].[OH-].[Na+]>C(Cl)Cl.C(O)(=O)C>[N:17]1([CH2:1][C:3]2[CH:8]=[CH:7][C:6]([N:9]3[CH2:14][CH2:13][CH:12]([CH2:15][N:9]4[CH2:34][CH2:33][CH2:4][CH2:5][CH2:6]4)[CH2:11][CH2:10]3)=[CH:5][CH:4]=2)[CH2:22][CH2:21][CH2:20][CH2:19][CH2:18]1 |f:2.3,4.5|. Reported procedure: A solution of the product of Example 21 (194.6 mg), piperidine (196 μL), and acetic acid (114 μL) in DCM (5 mL) was treated with sodium triacetoxyborohydride (570 mg). After 16 h, the resulting mixture was treated with 10% sodium hydroxide (10 mL), and the mixture was extracted with DCM (3×10 mL). The combined organic phases were dried (sodium sulfate) and concentrated under reduced pressure. Chromatography of the residue on silica gel (1-7% 2 M methanolic ammonia/DCM) gave the title compound (1...